This data is from the Open Reaction Database (ORD), a public repository of structured organic reaction records. The task is: describe an organic reaction: reactants, conditions, products, and yield Starting materials: BrC1=CC=2C(=NC=C(N2)CCC2=CC(=CC(=C2)OC)OC)N1 (6-bromo-2-[2-(3,5-dimethoxyphenyl)ethyl]-5H-pyrrolo[2,3-b]pyrazine), CC1(OB(OC1(C)C)C1=CC=2C(=NC=CN2)N=C1)C (7-(4,4,5,5-tetramethyl-1,3,2-dioxaborolan-2-yl)pyrido[2,3-b]pyrazine). Yields the product COC=1C=C(CCC=2N=C3C(=NC2)NC(=C3)C3=CC=2C(=NC=CN2)N=C3)C=C(C1)OC (7-(2-(3,5-Dimethoxyphenethyl)-5H-pyrrolo[2,3-b]pyrazin-6-yl)pyrido[2,3-b]pyrazine). RXN SMILES: Br[C:2]1[NH:22][C:5]2=[N:6][CH:7]=[C:8]([CH2:10][CH2:11][C:12]3[CH:17]=[C:16]([O:18][CH3:19])[CH:15]=[C:14]([O:20][CH3:21])[CH:13]=3)[N:9]=[C:4]2[CH:3]=1.CC1(C)C(C)(C)OB([C:31]2[CH:40]=[N:39][C:34]3=[N:35][CH:36]=[CH:37][N:38]=[C:33]3[CH:32]=2)O1>>[CH3:21][O:20][C:14]1[CH:13]=[C:12]([CH:17]=[C:16]([O:18][CH3:19])[CH:15]=1)[CH2:11][CH2:10][C:8]1[N:9]=[C:4]2[CH:3]=[C:2]([C:31]3[CH:40]=[N:39][C:34]4=[N:35][CH:36]=[CH:37][N:38]=[C:33]4[CH:32]=3)[NH:22][C:5]2=[N:6][CH:7]=1. Reported procedure: The compound was prepared by using procedures analogous to those described for the synthesis of Example 53, Step 2 starting from 6-bromo-2-[2-(3,5-dimethoxyphenyl)ethyl]-5H-pyrrolo[2,3-b]pyrazine and 7-(4,4,5,5-tetramethyl-1,3,2-dioxaborolan-2-yl)pyrido[2,3-b]pyrazine (from Combi-Blocks). LCMS calculated for C23H21N6O2(M+H)+: m/z=413.2. Found 413.2. Reactants: CC(CN)c1ccc(Cl)c(Cl)c1, O=C(O)c1ccc(I)cc1NS(=O)(=O)c1c(F)cccc1F. Product: CC(CNC(=O)c1ccc(I)cc1NS(=O)(=O)c1c(F)cccc1F)c1ccc(Cl)c(Cl)c1. Reaction SMILES: [Cl:23][c:24]1[cH:25][c:26]([CH:31]([CH2:32][NH2:33])[CH3:34])[cH:27][cH:28][c:29]1[Cl:30].[F:1][c:2]1[c:3]([S:9](=[O:10])(=[O:11])[NH:12][c:13]2[c:14]([C:15](=[O:16])[OH:17])[cH:18][cH:19][c:20]([I:22])[cH:21]2)[c:4]([F:8])[cH:5][cH:6][cH:7]1>>[F:1][c:2]1[c:3]([S:9](=[O:10])(=[O:11])[NH:12][c:13]2[c:14]([C:15](=[O:16])[NH:33][CH2:32][CH:31]([c:26]3[cH:25][c:24]([Cl:23])[c:29]([Cl:30])[cH:28][cH:27]3)[CH3:34])[cH:18][cH:19][c:20]([I:22])[cH:21]2)[c:4]([F:8])[cH:5][cH:6][cH:7]1.